From a dataset of the Open Reaction Database (ORD), a public repository of structured organic reaction records. describe an organic reaction: reactants, conditions, products, and yield Starting materials: C(N)(=S)C1=CC=C(C=N1)C(=O)NC(NC1=CC=C(OCC(=O)OC(C)(C)C)C=C1)=O (t-butyl 4-[3-(6-thiocarbamoylpyrid-3-ylcarbonyl)ureido]phenoxyacetate), IC (iodomethane), CC(=O)C (acetone), resultant product, C(C)(=O)[O-].[NH4+] (ammonium acetate). Solvent: ClCCl (dichloromethane), CO (methanol). The product is C(C)(=O)O.C(N)(=N)C1=CC=C(C=N1)C(=O)NC(NC1=CC=C(OCC(=O)OC(C)(C)C)C=C1)=O (t-Butyl 4-[3-(6-amidinopyrid-3-ylcarbonyl)ureido]phenoxyacetate, acetate salt). Yield: 111.9%. Reaction SMILES: [C:1]([C:4]1[N:9]=[CH:8][C:7]([C:10]([NH:12][C:13](=[O:30])[NH:14][C:15]2[CH:29]=[CH:28][C:18]([O:19][CH2:20][C:21]([O:23][C:24]([CH3:27])([CH3:26])[CH3:25])=[O:22])=[CH:17][CH:16]=2)=[O:11])=[CH:6][CH:5]=1)(=S)[NH2:2].IC.CC(C)=O.C([O-])(=O)C.[NH4+:41]>ClCCl.CO>[C:21]([OH:23])(=[O:22])[CH3:20].[C:1]([C:4]1[N:9]=[CH:8][C:7]([C:10]([NH:12][C:13](=[O:30])[NH:14][C:15]2[CH:29]=[CH:28][C:18]([O:19][CH2:20][C:21]([O:23][C:24]([CH3:27])([CH3:26])[CH3:25])=[O:22])=[CH:17][CH:16]=2)=[O:11])=[CH:6][CH:5]=1)(=[NH:41])[NH2:2] |f:3.4,7.8|. Procedure details: In a similar manner to Example 1, t-butyl 4-[3-(6-thiocarbamoylpyrid-3-ylcarbonyl)ureido]phenoxyacetate (2.73 g) was reacted with iodomethane (13 ml) and acetone (200 ml) and the resultant product was treated with ammonium acetate (6 g), methanol (30 ml) and dichloromethane (30 ml) at ambient temperature. This yielded a crude solid which was collected and washed with methanol and acetone to give the title compound (1.68 g) as an orange solid: m.p. 290°-300° C. (decomposes); NMR Spectrum (DMSO-d6...